Dataset: the Open Reaction Database (ORD), a public repository of structured organic reaction records. Task: describe an organic reaction: reactants, conditions, products, and yield The reactants are CCOC(=O)CBr, CC(C)(C)OC(=O)N1CCC(Oc2ccc(NCC=Cc3cccc(C#N)c3)cc2)CC1, O=C([O-])[O-], CN(C)C=O, [K+], [K+], O. Product: CCOC(=O)CN(CC=Cc1cccc(C#N)c1)c1ccc(OC2CCN(C(=O)OC(C)(C)C)CC2)cc1. Reaction SMILES: [Br:39][CH2:40][C:41](=[O:42])[O:43][CH2:44][CH3:45].[C:1]([CH3:2])([CH3:3])([CH3:4])[O:5][C:6](=[O:7])[N:8]1[CH2:9][CH2:10][CH:11]([O:14][c:15]2[cH:16][cH:17][c:18]([NH:21][CH2:22][CH:23]=[CH:24][c:25]3[cH:26][c:27]([C:28]#[N:29])[cH:30][cH:31][cH:32]3)[cH:19][cH:20]2)[CH2:12][CH2:13]1.[C:33](=[O:34])([O-:35])[O-:36].[CH3:47][N:48]([CH3:49])[CH:50]=[O:51].[K+:37].[K+:38].[OH2:46]>>[C:1]([CH3:2])([CH3:3])([CH3:4])[O:5][C:6](=[O:7])[N:8]1[CH2:9][CH2:10][CH:11]([O:14][c:15]2[cH:16][cH:17][c:18]([N:21]([CH2:22][CH:23]=[CH:24][c:25]3[cH:26][c:27]([C:28]#[N:29])[cH:30][cH:31][cH:32]3)[CH2:40][C:41](=[O:42])[O:43][CH2:44][CH3:45])[cH:19][cH:20]2)[CH2:12][CH2:13]1. The reactants are CCOC(=O)c1c[nH]c(-c2n[nH]c3ncccc23)c1, Cl, NCC(N)=O, O, O=S(Cl)Cl. The product is NC(=O)CNC(=O)c1c[nH]c(-c2n[nH]c3ncccc23)c1. As a reaction SMILES: [CH2:1]([O:2][C:4](=[O:5])[c:6]1[cH:7][nH:8][c:9](-[c:11]2[n:12][nH:13][c:14]3[n:15][cH:16][cH:17][cH:18][c:19]23)[cH:10]1)[CH3:3].[ClH:24].[NH2:25][CH2:26][C:27](=[O:28])[NH2:29].[OH2:30].[S:20]([Cl:21])([Cl:22])=[O:23]>>[C:4](=[O:5])([c:6]1[cH:7][nH:8][c:9](-[c:11]2[n:12][nH:13][c:14]3[n:15][cH:16][cH:17][cH:18][c:19]23)[cH:10]1)[NH:25][CH2:26][C:27](=[O:28])[NH2:29].